Dataset: the Open Reaction Database (ORD), a public repository of structured organic reaction records. Task: describe an organic reaction: reactants, conditions, products, and yield The reactants are ClC1=CC(=C(NC2=C(C=NC3=CC4=C(C=C23)C=C(C(=C4)OCCCl)OC)C#N)C=C1OC)C (4-(4-chloro-5-methoxy-2-methylanilino)-7-methoxy-8-(chloroethoxy)benzo[g]quinoline-3-carbonitrile), ClC1=CC(=C(NC2=C(C=NC3=CC4=C(C=C23)C=C(C(=C4)OC)OCCCl)C#N)C=C1OC)C (4-(4-chloro-5-methoxy-2-methylanilino)-8-methoxy-7-(chloroethoxy)benzo[g]quinoline-3-carbonitrile), CN1CCNCC1 (1-methyl piperazine), [I-].[Na+] (sodium iodide). Run in COCCOC (ethylene glycol dimethyl ether). Run at temperature 90 celsius. Yields the product 4-(4-chloro-5-methoxy-2-methylamino)-8-methoxy-7-[2-(4-methyl-1-piperazinyl)ethoxy]benzo[g]quinoline-3-carbonitrile, ClC1=CC(=C(NC2=C(C=NC3=CC4=C(C=C23)C=C(C(=C4)OCCN4CCN(CC4)C)OC)C#N)C=C1OC)C (4-(4-chloro-5-methoxy-2-methylanilino)-7-methoxy-8-[2-(4-methyl-1-piperazinyl)ethoxy]benzo-[g]quinoline-3-carbonitrile). As a reaction SMILES: Cl[C:2]1C(OC)=CC(NC2C3C(=CC4C=C(OCCCl)C(OC)=CC=4C=3)N=CC=2C#N)=C(C)C=1.[Cl:34][C:35]1[C:63]([O:64][CH3:65])=[CH:62][C:38]([NH:39][C:40]2[C:49]3[C:44](=[CH:45][C:46]4[CH:53]=[C:52]([O:54][CH3:55])[C:51]([O:56][CH2:57]CCl)=[CH:50][C:47]=4[CH:48]=3)[N:43]=[CH:42][C:41]=2[C:60]#[N:61])=[C:37]([CH3:66])[CH:36]=1.[CH3:67][N:68]1[CH2:73][CH2:72][NH:71][CH2:70][CH2:69]1.[I-].[Na+]>COCCOC>[Cl:34][C:35]1[C:63]([O:64][CH3:65])=[CH:62][C:38]([NH:39][C:40]2[C:49]3[C:44](=[CH:45][C:46]4[CH:53]=[C:52]([O:54][CH2:55][CH2:67][N:68]5[CH2:73][CH2:72][N:71]([CH3:2])[CH2:70][CH2:69]5)[C:51]([O:56][CH3:57])=[CH:50][C:47]=4[CH:48]=3)[N:43]=[CH:42][C:41]=2[C:60]#[N:61])=[C:37]([CH3:66])[CH:36]=1 |f:3.4|. Procedure: A mixture of 205 mg (0.425 mmol) of 4-(4-chloro-5-methoxy-2-methylanilino)-7-methoxy-8-(chloroethoxy)benzo[g]quinoline-3-carbonitrile and 4-(4-chloro-5-methoxy-2-methylanilino)-8-methoxy-7-(chloroethoxy)benzo[g]quinoline-3-carbonitrile (1:1 mixture), 0.15 mL (1.35 mmol) of 1-methyl piperazine and 0.05 g of sodium iodide in 5 mL of ethylene glycol dimethyl ether is heated at 90° C. for 4 days under nitrogen. The mixture is cooled, the solvent is removed in vacuo and the resulting residue is stirr... Starting materials: NC1=C(C(=O)O)C(=CC=N1)Cl (2-amino-4-chloronicotinic acid), NC1=C(C(=O)O)C=CC=N1 (2-aminonicotinic acid). The product is ClC1=C(C=2N(C(C3=C(N2)CCC3)=O)C=C1)C(=O)O (1,2,3,10-Tetrahydro-6-chloro-10-oxocyclopenta[d]pyrido[1,2-a]pyrimidine-5-carboxylic acid). RXN SMILES: [NH2:1][C:2]1[N:10]=[CH:9][CH:8]=[C:7]([Cl:11])[C:3]=1[C:4]([OH:6])=[O:5].N[C:13]1N=[CH:20][CH:19]=[CH:18][C:14]=1[C:15](O)=[O:16]>>[Cl:11][C:7]1[CH:8]=[CH:9][N:10]2[C:15](=[O:16])[C:14]3[CH2:13][CH2:20][CH2:19][C:18]=3[N:1]=[C:2]2[C:3]=1[C:4]([OH:6])=[O:5]. Procedure: by substituting 2-amino-4-chloronicotinic acid for the 2-aminonicotinic acid in Example 4, there is obtained the named compound. The product is CC(Cc1ccccc1)Nc1ccccc1. Starting materials: CCOC(C)=O, CCCCCC, CC=Cc1ccccc1, Nc1ccccc1. Reaction SMILES: [C:23]([O:24][CH2:25][CH3:26])(=[O:27])[CH3:28].[CH3:17][CH2:18][CH2:19][CH2:20][CH2:21][CH3:22].[CH3:8][CH:9]=[CH:10][c:11]1[cH:12][cH:13][cH:14][cH:15][cH:16]1.[NH2:1][c:2]1[cH:3][cH:4][cH:5][cH:6][cH:7]1>>[NH:1]([c:2]1[cH:3][cH:4][cH:5][cH:6][cH:7]1)[CH:9]([CH3:8])[CH2:10][c:11]1[cH:12][cH:13][cH:14][cH:15][cH:16]1. The reactants are C12(CC3CC(CC(C1)C3)C2)O (1-adamantanol), C(=O)(OCC1=CC=CC=C1)N1[C@H](C(=O)OC)C[C@H](C1)OS(=O)(=O)C1=CC=C(C)C=C1 (N-carbobenzyloxy-trans-4-tosyloxy-L-proline, methyl ester), CN(C=O)C (dimethylformamide), [H-].[Na+] (sodium hydride). The solvent is C1=CC=CC=C1 (benzene). Product: C(=O)(OCC1=CC=CC=C1)N1[C@H](C(=O)OC)C[C@@H](C1)C12CC3CC(CC(C1)C3)C2 (N-carbobenzyloxy-cis-4-(1-adamantyl)-L-proline, methyl ester). As a reaction SMILES: [C:1]12(O)[CH2:10][CH:5]3[CH2:6][CH:7]([CH2:9][CH:3]([CH2:4]3)[CH2:2]1)[CH2:8]2.CN(C)C=O.[H-].[Na+].[C:19]([N:29]1[CH2:37][C@H:36](OS(C2C=CC(C)=CC=2)(=O)=O)[CH2:35][C@H:30]1[C:31]([O:33][CH3:34])=[O:32])([O:21][CH2:22][C:23]1[CH:28]=[CH:27][CH:26]=[CH:25][CH:24]=1)=[O:20]>C1C=CC=CC=1>[C:19]([N:29]1[CH2:37][C@@H:36]([C:1]23[CH2:10][CH:5]4[CH2:6][CH:7]([CH2:9][CH:3]([CH2:4]4)[CH2:2]2)[CH2:8]3)[CH2:35][C@H:30]1[C:31]([O:33][CH3:34])=[O:32])([O:21][CH2:22][C:23]1[CH:28]=[CH:27][CH:26]=[CH:25][CH:24]=1)=[O:20] |f:2.3|. Reported procedure: A solution of 5.3 g. (0.035 mole) of 1-adamantanol in 40 ml. of dimethylformamide and 80 ml. of benzene is treated with 1.6 g. of sodium hydride (50% dispersion in mineral oil). The mixture is refluxed for 15 minutes, cooled, and treated with 7.5 g. (0.017 mole) of N-carbobenzyloxy-trans-4-tosyloxy-L-proline, methyl ester. The resulting reaction mixture is stirred and refluxed for four hours, cooled, and the solvent removed under reduced pressure. The residue is dissolved in 100 ml. of chlorofor...